This data is from the Open Reaction Database (ORD), a public repository of structured organic reaction records. The task is: describe an organic reaction: reactants, conditions, products, and yield Starting materials: NC=1C=C(CN2N=CC(=C2)C2=C3CCCN(C3=CC=C2)C(CCCOC2=C(C(=CC=C2)C)C)=O)C=CC1 (1-(5-(1-(3-aminobenzyl)-1H-pyrazol-4-yl)-3,4-dihydroquinolin-1(2H)-yl)-4-(2,3-dimethylphenoxy)butan-1-one), BrCC=1C=C(C=CC1)NC(OC(C)(C)C)=O (tert-butyl 3-(bromomethyl)phenylcarbamate), BrC(C)C=1C=C(C=CC1)NC(OC(C)(C)C)=O (tert-butyl 3-(1-bromoethyl)phenylcarbamate). The product is NC=1C=C(C=CC1)C(C)N1N=CC(=C1)C1=C2CCCN(C2=CC=C1)C(CCCOC1=C(C(=CC=C1)C)C)=O (1-(5-(1-(1-(3-Aminophenyl)ethyl)-1H-pyrazol-4-yl)-3,4-dihydroquinolin-1(2H)-yl)-4-(2,3-dimethylphenoxy)butan-1-one). Reaction SMILES: [NH2:1][C:2]1[CH:3]=[C:4]([CH:35]=[CH:36][CH:37]=1)[CH2:5][N:6]1[CH:10]=[C:9]([C:11]2[CH:20]=[CH:19][CH:18]=[C:17]3[C:12]=2[CH2:13][CH2:14][CH2:15][N:16]3[C:21](=[O:34])[CH2:22][CH2:23][CH2:24][O:25][C:26]2[CH:31]=[CH:30][CH:29]=[C:28]([CH3:32])[C:27]=2[CH3:33])[CH:8]=[N:7]1.Br[CH2:39]C1C=C(NC(=O)OC(C)(C)C)C=CC=1.BrC(C1C=C(NC(=O)OC(C)(C)C)C=CC=1)C>>[NH2:1][C:2]1[CH:3]=[C:4]([CH:5]([N:6]2[CH:10]=[C:9]([C:11]3[CH:20]=[CH:19][CH:18]=[C:17]4[C:12]=3[CH2:13][CH2:14][CH2:15][N:16]4[C:21](=[O:34])[CH2:22][CH2:23][CH2:24][O:25][C:26]3[CH:31]=[CH:30][CH:29]=[C:28]([CH3:32])[C:27]=3[CH3:33])[CH:8]=[N:7]2)[CH3:39])[CH:35]=[CH:36][CH:37]=1. Reported procedure: The title compound was prepared using a procedure analogous to 1-(5-(1-(3-aminobenzyl)-1H-pyrazol-4-yl)-3,4-dihydroquinolin-1(2H)-yl)-4-(2,3-dimethylphenoxy)butan-1-one except that tert-butyl 3-(bromomethyl)phenylcarbamate was replaced with tert-butyl 3-(1-bromoethyl)phenylcarbamate. LCMS, [M+H]+=509.5.